This data is from the Open Reaction Database (ORD), a public repository of structured organic reaction records. The task is: describe an organic reaction: reactants, conditions, products, and yield The reactants are O=[N+]([O-])c1ncc(Cl)cc1OCC1CCCC1, [K+], [K+], O=C([O-])[O-], CN(C)C=O, O, Oc1ccccc1. RXN SMILES: [Cl:1][c:2]1[cH:3][c:4]([O:11][CH2:12][CH:13]2[CH2:14][CH2:15][CH2:16][CH2:17]2)[c:5]([N+:8](=[O:9])[O-:10])[n:6][cH:7]1.[K+:25].[K+:26].[O-:27][C:28]([O-:29])=[O:30].[O:32]=[CH:33][N:34]([CH3:35])[CH3:36].[OH2:31].[OH:18][c:19]1[cH:20][cH:21][cH:22][cH:23][cH:24]1>>[c:2]1([O:18][c:19]2[cH:20][cH:21][cH:22][cH:23][cH:24]2)[cH:3][c:4]([O:11][CH2:12][CH:13]2[CH2:14][CH2:15][CH2:16][CH2:17]2)[c:5]([N+:8](=[O:9])[O-:10])[n:6][cH:7]1. The product is O=[N+]([O-])c1ncc(Oc2ccccc2)cc1OCC1CCCC1. Starting materials: CCO, [K+], CCCCCNc1nc(N)nc(C)c1Cc1ccc(CC#N)cc1, [OH-], O. Yields the product CCCCCNc1nc(N)nc(C)c1Cc1ccc(CC(=O)O)cc1. As a reaction SMILES: [CH3:28][CH2:29][OH:30].[K+:26].[NH2:1][c:2]1[n:3][c:4]([NH:19][CH2:20][CH2:21][CH2:22][CH2:23][CH3:24])[c:5]([CH2:9][c:10]2[cH:11][cH:12][c:13]([CH2:16][C:17]#[N:18])[cH:14][cH:15]2)[c:6]([CH3:8])[n:7]1.[OH-:25].[OH2:27]>>[NH2:1][c:2]1[n:3][c:4]([NH:19][CH2:20][CH2:21][CH2:22][CH2:23][CH3:24])[c:5]([CH2:9][c:10]2[cH:11][cH:12][c:13]([CH2:16][C:17](=[O:25])[OH:27])[cH:14][cH:15]2)[c:6]([CH3:8])[n:7]1. Reactants: Fc1ccccc1Br, N#Cc1ccc(-n2ccnc2)cc1. Reagents/catalysts: CC(C)(C)c1ccc(-c2ccc(C(C)(C)C)cc2)cc1 (4,4'-di-tert-butylbiphenyl), CC(C)(C)C(=O)[O-].[K+] (KOPiv), Cl[Pd]CC=C.C=CC[Pd]Cl ([Pd(allyl)Cl]2), CN(C)c1ccc(P(C2CCCCC2)C2CCCCC2)cc1 (A-caPhos). Run in CC(=O)N(C)C (DMA), CC(=O)N(C)C (DMA), CC(=O)N(C)C (DMA). Run at temperature 120 celsius, time 24 hour. The product is N#Cc1ccc(-n2cncc2-c2ccccc2F)cc1. Yield: 3.7%. Reactants: CCOC(=O)c1cn2c3c(c(Cl)ccc3c1=O)N(C)CC2C, [Na+], [OH-]. The product is CC1CN(C)c2c(Cl)ccc3c(=O)c(C(=O)O)cn1c23. As a reaction SMILES: [Cl:1][c:2]1[cH:3][cH:4][c:5]2[c:6]3[n:7]([cH:14][c:15]([C:18](=[O:19])[O:20][CH2:21][CH3:22])[c:16]2=[O:17])[CH:8]([CH3:13])[CH2:9][N:10]([CH3:12])[c:11]13.[Na+:24].[OH-:23]>>[Cl:1][c:2]1[cH:3][cH:4][c:5]2[c:6]3[n:7]([cH:14][c:15]([C:18](=[O:19])[OH:20])[c:16]2=[O:17])[CH:8]([CH3:13])[CH2:9][N:10]([CH3:12])[c:11]13. The reactants are O=C(n1ccnc1)n1ccnc1, COC(=O)c1ccc(C(=O)O)s1, CC(=O)O, CN(C)c1ccncc1, CN(C)C=O, NC(=O)N1C(=O)Cc2cc(Cl)ccc21. Product: COC(=O)c1ccc(C(=O)C2C(=O)N(C(N)=O)c3ccc(Cl)cc32)s1. As a reaction SMILES: [C:13]([n:14]1[cH:15][cH:16][n:17][cH:18]1)([n:19]1[cH:20][cH:21][n:22][cH:23]1)=[O:24].[CH3:1][O:2][C:3](=[O:4])[c:5]1[cH:6][cH:7][c:8]([C:10](=[O:11])[OH:12])[s:9]1.[CH3:39][C:40](=[O:41])[OH:42].[CH3:43][N:44]([c:45]1[cH:46][cH:47][n:48][cH:49][cH:50]1)[CH3:51].[CH3:52][N:53]([CH3:54])[CH:55]=[O:56].[Cl:25][c:26]1[cH:27][c:28]2[c:32]([cH:33][cH:34]1)[N:31]([C:35](=[O:36])[NH2:37])[C:30](=[O:38])[CH2:29]2>>[CH3:1][O:2][C:3](=[O:4])[c:5]1[cH:6][cH:7][c:8]([C:10](=[O:12])[CH:29]2[c:28]3[cH:27][c:26]([Cl:25])[cH:34][cH:33][c:32]3[N:31]([C:35](=[O:36])[NH2:37])[C:30]2=[O:38])[s:9]1.